Dataset: the Open Reaction Database (ORD), a public repository of structured organic reaction records. Task: describe an organic reaction: reactants, conditions, products, and yield Starting materials: CC1(C)OB(c2ccc(N3CCOCC3)cc2)OC1(C)C, COC(=O)c1cc(Br)ccc1NC(=O)COCC(=O)N1CCN(C(c2ccccc2)c2ccccc2)CC1. The product is COC(=O)c1cc(-c2ccc(N3CCOCC3)cc2)ccc1NC(=O)COCC(=O)N1CCN(C(c2ccccc2)c2ccccc2)CC1. Reaction SMILES: [CH3:39][C:40]1([CH3:41])[C:42]([CH3:43])([CH3:44])[O:45][B:46]([c:47]2[cH:48][cH:49][c:50]([N:53]3[CH2:54][CH2:55][O:56][CH2:57][CH2:58]3)[cH:51][cH:52]2)[O:59]1.[CH:1]([c:2]1[cH:3][cH:4][cH:5][cH:6][cH:7]1)([c:8]1[cH:9][cH:10][cH:11][cH:12][cH:13]1)[N:14]1[CH2:15][CH2:16][N:17]([C:20]([CH2:21][O:22][CH2:23][C:24](=[O:25])[NH:26][c:27]2[c:28]([C:29](=[O:30])[O:31][CH3:32])[cH:33][c:34]([Br:37])[cH:35][cH:36]2)=[O:38])[CH2:18][CH2:19]1>>[CH:1]([c:2]1[cH:3][cH:4][cH:5][cH:6][cH:7]1)([c:8]1[cH:9][cH:10][cH:11][cH:12][cH:13]1)[N:14]1[CH2:15][CH2:16][N:17]([C:20]([CH2:21][O:22][CH2:23][C:24](=[O:25])[NH:26][c:27]2[c:28]([C:29](=[O:30])[O:31][CH3:32])[cH:33][c:34](-[c:47]3[cH:48][cH:49][c:50]([N:53]4[CH2:54][CH2:55][O:56][CH2:57][CH2:58]4)[cH:51][cH:52]3)[cH:35][cH:36]2)=[O:38])[CH2:18][CH2:19]1. Reactants: BrC=1C=C2C=CC(=CC2=CC1)S(=O)(=O)N1CCN(CC1)C(C1=CC=C(C=C1)C=1N=C(NC1)NC(=O)OC(C)(C)C)=O (1-(6-bromonaphth-2-ylsulphonyl)-4-[4-(2-t-butyloxycarbonylaminoimidazol-4-yl)benzoyl]piperazine), Cl (hydrogen chloride). The solvent is ClCCl (dichloromethane), O1CCOCC1 (dioxan), O1CCOCC1 (dioxan). Reaction conditions: time 8 hour. The product is BrC=1C=C2C=CC(=CC2=CC1)S(=O)(=O)N1CCN(CC1)C(C1=CC=C(C=C1)C=1N=C(NC1)N)=O (1-(6-bromonaphth-2-ylsulphonyl)-4-[4-(2-aminoimidazol4-yl)benzoyl]piperazine). Yield: 82.2%. RXN SMILES: [Br:1][C:2]1[CH:3]=[C:4]2[C:9](=[CH:10][CH:11]=1)[CH:8]=[C:7]([S:12]([N:15]1[CH2:20][CH2:19][N:18]([C:21](=[O:41])[C:22]3[CH:27]=[CH:26][C:25]([C:28]4[N:29]=[C:30]([NH:33]C(OC(C)(C)C)=O)[NH:31][CH:32]=4)=[CH:24][CH:23]=3)[CH2:17][CH2:16]1)(=[O:14])=[O:13])[CH:6]=[CH:5]2.Cl>ClCCl.O1CCOCC1>[Br:1][C:2]1[CH:3]=[C:4]2[C:9](=[CH:10][CH:11]=1)[CH:8]=[C:7]([S:12]([N:15]1[CH2:16][CH2:17][N:18]([C:21](=[O:41])[C:22]3[CH:23]=[CH:24][C:25]([C:28]4[N:29]=[C:30]([NH2:33])[NH:31][CH:32]=4)=[CH:26][CH:27]=3)[CH2:19][CH2:20]1)(=[O:13])=[O:14])[CH:6]=[CH:5]2. Procedure details: A solution of 1-(6-bromonaphth-2-ylsulphonyl)-4-[4-(2-t-butyloxycarbonylaminoimidazol-4-yl)benzoyl]piperazine (174 mg, 0.27 mmol) in dichloromethane (1 ml) and dioxan (4 ml) was treated with a solution of hydrogen chloride in dioxan (4 ml of 4M) and stirred overnight. The resulting solid was isolated by filtration to give crude product (163 mg); this was crystallised from ethanol to give 1-(6-bromonaphth-2-ylsulphonyl)-4-[4-(2-aminoimidazol4-yl)benzoyl]piperazine (120 mg, 77% yield), m.p. 274-27... Starting materials: C(CCCCCCCCCCCCCCCCC)(=O)[O-].[Na+] (sodium stearate), [Si]([O-])([O-])([O-])[O-].[Ca+2].[Ca+2] (calcium silicate), Ca2SiO4, C(CCCCCCCCCCCCCCCCC)(=O)[O-].[Na+] (sodium stearate), C(CCCCCCCCCCCCCCCCC)(=O)[O-].[Na+] (sodium stearate), [Si]([O-])([O-])([O-])[O-].[Ca+2].[Ca+2] (calcium silicate). The product is C(CCCCCCCCCCCCCCCCC)(=O)[O-].[Na+].[Si]([O-])([O-])([O-])[O-].[Ca+2].[Ca+2] (sodium stearate calcium silicate). As a reaction SMILES: [C:1]([O-:20])(=[O:19])[CH2:2][CH2:3][CH2:4][CH2:5][CH2:6][CH2:7][CH2:8][CH2:9][CH2:10][CH2:11][CH2:12][CH2:13][CH2:14][CH2:15][CH2:16][CH2:17][CH3:18].[Na+:21].[Si:22]([O-:26])([O-:25])([O-:24])[O-:23].[Ca+2:27].[Ca+2]>>[C:1]([O-:20])(=[O:19])[CH2:2][CH2:3][CH2:4][CH2:5][CH2:6][CH2:7][CH2:8][CH2:9][CH2:10][CH2:11][CH2:12][CH2:13][CH2:14][CH2:15][CH2:16][CH2:17][CH3:18].[Na+:21].[Si:22]([O-:26])([O-:25])([O-:24])[O-:23].[Ca+2:27].[Ca+2:27] |f:0.1,2.3.4,5.6.7.8.9|. Reported procedure: In this example, the odor neutralization capacity of sodium stearate and sodium stearate containing calcium silicate were compared. The Example 9 sodium stearate/calcium silicate product was prepared by mixing 90 g of sodium stearate with 10 g of calcium silicate (Ca2SiO4 prepared as a precursor in Example 7-8). Reactants: ClC1=CC=2C(=NN(N2)C=2C=C(C=C(C2O)C(C)(C)C)CCC(=O)OCCCCCCCC)C=C1 (octyl 3-(5-chloro-2H-benzotriazole-2-yl)-5-(1,1-dimethylethyl)-4-hydroxy-benzene propanate), S(O)(O)(=O)=O (sulfuric acid). Solvent: C(C=C)O (allyl alcohol). The product is ClC1=CC=2C(=NN(N2)C=2C=C(C=C(C2O)C(C)(C)C)CCC(=O)OCC=C)C=C1 (allyl 3-(5-chloro-2H-benzotriazole-2-yl)-5-(1,1-dimethylethyl)-4-hydroxy-benzene propanate). Isolated yield 90.0%. RXN SMILES: [Cl:1][C:2]1[CH:34]=[CH:33][C:5]2=[N:6][N:7]([C:9]3[CH:10]=[C:11]([CH2:20][CH2:21][C:22]([O:24][CH2:25][CH2:26][CH2:27]CCCCC)=[O:23])[CH:12]=[C:13]([C:16]([CH3:19])([CH3:18])[CH3:17])[C:14]=3[OH:15])[N:8]=[C:4]2[CH:3]=1.S(=O)(=O)(O)O>C(O)C=C>[Cl:1][C:2]1[CH:34]=[CH:33][C:5]2=[N:6][N:7]([C:9]3[CH:10]=[C:11]([CH2:20][CH2:21][C:22]([O:24][CH2:25][CH:26]=[CH2:27])=[O:23])[CH:12]=[C:13]([C:16]([CH3:17])([CH3:18])[CH3:19])[C:14]=3[OH:15])[N:8]=[C:4]2[CH:3]=1. Procedure details: 220 g (0.45 mol) of octyl 3-(5-chloro-2H-benzotriazole-2-yl)-5-(1,1-dimethylethyl)-4-hydroxy-benzene propanate manufactured by CIBA GEIGY INC. under the trade name of "TINUVIN 109" were dissolved in 500 ml of allyl alcohol, and was admixed with 5 ml of concentrated sulfuric acid. The resulting solution was refluxed for five hours. After cooling, a precipitated product was filtered off. The resulting solid substance was dissolved in 300 ml of methylene chloride, washed with a saturated aqueous so...